The task is: describe an organic reaction: reactants, conditions, products, and yield. This data is from the Open Reaction Database (ORD), a public repository of structured organic reaction records. Reactants: NC1=NNC=C1C (3-amino-4-methylpyrazole), CN(C=CC(=O)C1=CC(=CC=C1)C(F)(F)F)C (3-dimethylamino-3'-(trifluoromethyl)acrylophenone). Run in C(C)(=O)O (acetic acid). Product: CC=1C=NN2C1N=CC=C2C=2C=C(C=CC2)C(F)(F)F (3-Methyl-7-(α,α,α-trifluoro-m-tolyl)pyrazolo[1,5-a]pyrimidine). As a reaction SMILES: [NH2:1][C:2]1[C:6]([CH3:7])=[CH:5][NH:4][N:3]=1.CN(C)[CH:10]=[CH:11][C:12]([C:14]1[CH:19]=[CH:18][CH:17]=[C:16]([C:20]([F:23])([F:22])[F:21])[CH:15]=1)=O>C(O)(=O)C>[CH3:7][C:6]1[CH:5]=[N:4][N:3]2[C:12]([C:14]3[CH:15]=[C:16]([C:20]([F:21])([F:22])[F:23])[CH:17]=[CH:18][CH:19]=3)=[CH:11][CH:10]=[N:1][C:2]=12. Procedure details: A mixture of 0.01 mole of 3-amino-4-methylpyrazole and 0.01 mole of 3-dimethylamino-3'-(trifluoromethyl)acrylophenone in glacial acetic acid is refluxed for 6 hours. The solvent is removed and the residue dissolved in methylene chloride and passed through a column of hydrous magnesium silicate. Concentration of the eluent and addition of hexane gives the product of the example. Starting materials: C(C1=CC=CC=C1)(C1=CC=CC=C1)=N (Benzophenone imine), BrC1=CC=C(C=C1)OC (4-bromoanisole), CC(C)([O-])C.[Na+] (sodium tert-butoxide). Reagents/catalysts: C=1C=CC(=CC1)/C=C/C(=O)/C=C/C2=CC=CC=C2.C=1C=CC(=CC1)/C=C/C(=O)/C=C/C2=CC=CC=C2.C=1C=CC(=CC1)/C=C/C(=O)/C=C/C2=CC=CC=C2.[Pd].[Pd] (tris(dibenzylideneacetone)dipalladium), C1(=CC=CC=C1)P(C1=C(C=CC=C1)OC1=C(C=CC=C1)P(C1=CC=CC=C1)C1=CC=CC=C1)C1=CC=CC=C1 (bis(2-(diphenylphosphino)phenyl)ether). Solvent: C1(=CC=CC=C1)C (toluene), C1(=CC=CC=C1)C (toluene). Reaction conditions: time 5 minute. Yields the product C1(=CC=CC=C1)C(=NC1=CC=C(C=C1)OC)C1=CC=CC=C1 (N-(Diphenylmethylene)-4-methoxyaniline). Yield: 82.8%. RXN SMILES: [C:1](=[NH:14])([C:8]1[CH:13]=[CH:12][CH:11]=[CH:10][CH:9]=1)[C:2]1[CH:7]=[CH:6][CH:5]=[CH:4][CH:3]=1.Br[C:16]1[CH:21]=[CH:20][C:19]([O:22][CH3:23])=[CH:18][CH:17]=1.CC(C)([O-])C.[Na+]>C1C=CC(/C=C/C(/C=C/C2C=CC=CC=2)=O)=CC=1.C1C=CC(/C=C/C(/C=C/C2C=CC=CC=2)=O)=CC=1.C1C=CC(/C=C/C(/C=C/C2C=CC=CC=2)=O)=CC=1.[Pd].[Pd].C1(P(C2C=CC=CC=2)C2C=CC=CC=2OC2C=CC=CC=2P(C2C=CC=CC=2)C2C=CC=CC=2)C=CC=CC=1.C1(C)C=CC=CC=1>[C:2]1([C:1]([C:8]2[CH:9]=[CH:10][CH:11]=[CH:12][CH:13]=2)=[N:14][C:16]2[CH:21]=[CH:20][C:19]([O:22][CH3:23])=[CH:18][CH:17]=2)[CH:7]=[CH:6][CH:5]=[CH:4][CH:3]=1 |f:2.3,4.5.6.7.8|. Reported procedure: An oven-dried test tube was charged with tris(dibenzylideneacetone)dipalladium (4.6 mg, 0.005 mmol) and bis(2-(diphenylphosphino)phenyl)ether [DPE-phos] (8.2 mg, 0.015 mmol), capped with a rubber septum, evacuated and refilled with argon. Benzophenone imine (190 mg, 1.05 mmol), 4-bromoanisole (187 mg, 1.0 mmol) and toluene (2 mL) were added via syringe. The resulting solution was stirred at rt for 5 minutes. The tube was opened and sodium tert-butoxide (135 mg, 1.4 mmol) was added. The tube was ...